Dataset: the Open Reaction Database (ORD), a public repository of structured organic reaction records. Task: describe an organic reaction: reactants, conditions, products, and yield Starting materials: NC1=NC(=CC(=N1)N1C[C@H](CC[C@H]1C)C(=O)NCC1=CC=C(C=C1)OC)C1=CC(=C(C=C1)C#N)F ((3S,6R)-1-[2-amino-6-(4-cyano-3-fluorophenyl)-4-pyrimidinyl]-6-methyl-N-{[4-(methyloxy)phenyl]methyl}-3-piperidinecarboxamide), CCO (EtOH), CCN(C(C)C)C(C)C (Hunig's base), NN (hydrazine). Solvent: O (Water), CO (CH3OH). Reaction conditions: temperature 110 celsius. Product: NC1=NC(=CC(=N1)N1C[C@H](CC[C@H]1C)C(=O)NCC1=CC=C(C=C1)OC)C1=CC=C2C(=NNC2=C1)N ((3S,6R)-1-[2-amino-6-(3-amino-1H-indazol-6-yl)-4-pyrimidinyl]-6-methyl-N-{[4-(methyloxy)phenyl]methyl}-3-piperidinecarboxamide). Isolated yield 48.3%. As a reaction SMILES: [NH2:1][C:2]1[N:7]=[C:6]([N:8]2[C@H:13]([CH3:14])[CH2:12][CH2:11][C@H:10]([C:15]([NH:17][CH2:18][C:19]3[CH:24]=[CH:23][C:22]([O:25][CH3:26])=[CH:21][CH:20]=3)=[O:16])[CH2:9]2)[CH:5]=[C:4]([C:27]2[CH:32]=[CH:31][C:30]([C:33]#[N:34])=[C:29](F)[CH:28]=2)[N:3]=1.CCO.CCN(C(C)C)C(C)C.[NH2:48][NH2:49]>O.CO>[NH2:1][C:2]1[N:7]=[C:6]([N:8]2[C@H:13]([CH3:14])[CH2:12][CH2:11][C@H:10]([C:15]([NH:17][CH2:18][C:19]3[CH:24]=[CH:23][C:22]([O:25][CH3:26])=[CH:21][CH:20]=3)=[O:16])[CH2:9]2)[CH:5]=[C:4]([C:27]2[CH:28]=[C:29]3[C:30]([C:33]([NH2:34])=[N:48][NH:49]3)=[CH:31][CH:32]=2)[N:3]=1. Procedure: Into a microwave tube, (3S,6R)-1-[2-amino-6-(4-cyano-3-fluorophenyl)-4-pyrimidinyl]-6-methyl-N-{[4-(methyloxy)phenyl]methyl}-3-piperidinecarboxamide (203 mg, 0.43 mmol), 5 mL of EtOH, Hunig's base (0.30 mL, 1.71 mmol), and hydrazine anhydrous (0.080 mL, 2.56 mmol) were added, and the yellow suspension mixture was heated overnight at 110° C. in an oil bath. LCMS showed mainly product. CH3OH (5 mL) was added to the solution. The black solid and the yellow solution were carefully separated due to t... Starting materials: Nc1ccc2c(c1)COC(NC1CCCCCC1)=N2, O=S(=O)(Cl)c1ccccc1. Yields the product O=S(=O)(Nc1ccc2c(c1)COC(NC1CCCCCC1)=N2)c1ccccc1. As a reaction SMILES: [CH:1]1([NH:8][C:9]2=[N:14][c:13]3[c:12]([cH:18][c:17]([NH2:19])[cH:16][cH:15]3)[CH2:11][O:10]2)[CH2:2][CH2:3][CH2:4][CH2:5][CH2:6][CH2:7]1.[c:20]1([S:26](=[O:27])(=[O:28])[Cl:29])[cH:21][cH:22][cH:23][cH:24][cH:25]1>>[CH:1]1([NH:8][C:9]2=[N:14][c:13]3[c:12]([cH:18][c:17]([NH:19][S:26]([c:20]4[cH:21][cH:22][cH:23][cH:24][cH:25]4)(=[O:27])=[O:28])[cH:16][cH:15]3)[CH2:11][O:10]2)[CH2:2][CH2:3][CH2:4][CH2:5][CH2:6][CH2:7]1. Reactants: [OH-].[Na+] (sodium hydroxide), COC(CC=1C(=NN(C1C1=CC=CC=C1)C=1N=NC(=CC1)Cl)C)=O (methyl[1-(6-chloropyridazin-3-yl)-3-methyl-5-phenyl-1H-pyrazol-4-yl]acetate). Run in CO (methanol). Conditions: temperature 20 celsius, time 1 hour. Yields the product ClC1=CC=C(N=N1)N1N=C(C(=C1C1=CC=CC=C1)CC(=O)O)C ([1-(6-Chloropyridazin-3-yl)-3-methyl-5-phenyl-1H-pyrazol-4-yl]acetic acid). RXN SMILES: [OH-].[Na+].C[O:4][C:5](=[O:26])[CH2:6][C:7]1[C:8]([CH3:25])=[N:9][N:10]([C:18]2[N:19]=[N:20][C:21]([Cl:24])=[CH:22][CH:23]=2)[C:11]=1[C:12]1[CH:17]=[CH:16][CH:15]=[CH:14][CH:13]=1>CO>[Cl:24][C:21]1[N:20]=[N:19][C:18]([N:10]2[C:11]([C:12]3[CH:17]=[CH:16][CH:15]=[CH:14][CH:13]=3)=[C:7]([CH2:6][C:5]([OH:26])=[O:4])[C:8]([CH3:25])=[N:9]2)=[CH:23][CH:22]=1 |f:0.1|. Procedure: 0.058 g (1.444 mmol) of 2-molar aqueous sodium hydroxide solution was added to 0.099 g (0.289 mmol) of methyl[1-(6-chloropyridazin-3-yl)-3-methyl-5-phenyl-1H-pyrazol-4-yl]acetate in 5.00 ml of methanol, and the mixture was stirred at 20° C. for 1 h. The methanol was removed under reduced pressure and the residue was poured into a mixture of 10 ml of water and 15 ml of dichloromethane. The aqueous phase was extracted with 15 ml of dichloromethane, acidified with concentrated hydrochloric acid (pH... Reaction SMILES: [CH3:45][S:46](=[O:47])[CH3:48].[Cl:1][CH2:2][c:3]1[n:4][n:5]([CH2:16][c:17]2[n:18][cH:19][n:20]([C:22]([c:23]3[cH:24][cH:25][cH:26][cH:27][cH:28]3)([c:29]3[cH:30][cH:31][cH:32][cH:33][cH:34]3)[c:35]3[cH:36][cH:37][cH:38][cH:39][cH:40]3)[cH:21]2)[c:6]2[cH:7][c:8]([O:14][CH3:15])[c:9]([O:12][CH3:13])[cH:10][c:11]12.[K:41][C:42]#[N:43].[OH2:44]>>[CH2:2]([c:3]1[n:4][n:5]([CH2:16][c:17]2[n:18][cH:19][n:20]([C:22]([c:23]3[cH:24][cH:25][cH:26][cH:27][cH:28]3)([c:29]3[cH:30][cH:31][cH:32][cH:33][cH:34]3)[c:35]3[cH:36][cH:37][cH:38][cH:39][cH:40]3)[cH:21]2)[c:6]2[cH:7][c:8]([O:14][CH3:15])[c:9]([O:12][CH3:13])[cH:10][c:11]12)[C:42]#[N:43]. Yields the product COc1cc2c(CC#N)nn(Cc3cn(C(c4ccccc4)(c4ccccc4)c4ccccc4)cn3)c2cc1OC. Starting materials: CS(C)=O, COc1cc2c(CCl)nn(Cc3cn(C(c4ccccc4)(c4ccccc4)c4ccccc4)cn3)c2cc1OC, N#C[K], O. The reactants are C(C=C)(=O)NCCCCOC1(CCCC=CCCC=CCC1)OCCCCNC(C=C)=O (Bis(4-acrylamidobutoxy)-5,9-cyclododecadiene), C(C=C)(=O)NCCCCOC1CC2=CC[C@H]3[C@@H]4CCC([C@@]4(C)CC[C@@H]3[C@]2(CC1)C)(O)C (3-(4-Acrylamidobutoxy)-17-methyl-5-androsten-17-ol). Product: C(C=C)(=O)NCCCCOC1C(CCCCCCCCCC1)OCCCCNC(C=C)=O (1,2-Bis(4-acrylamidobutoxy)cyclododecane). As a reaction SMILES: C(NCCCCO[C:11]1([O:23][CH2:24][CH2:25][CH2:26][CH2:27][NH:28][C:29](=[O:32])[CH:30]=[CH2:31])[CH2:22][CH2:21][CH:20]=[CH:19][CH2:18][CH2:17][CH:16]=[CH:15][CH2:14][CH2:13][CH2:12]1)(=O)C=C.[C:33]([NH:37][CH2:38][CH2:39][CH2:40][CH2:41][O:42]C1CC[C@@]2(C)C(=CC[C@@H]3[C@@H]2CC[C@@]2(C)[C@H]3CCC2(C)O)C1)(=[O:36])[CH:34]=[CH2:35]>>[C:29]([NH:28][CH2:27][CH2:26][CH2:25][CH2:24][O:23][CH:11]1[CH2:12][CH2:13][CH2:14][CH2:15][CH2:16][CH2:17][CH2:18][CH2:19][CH2:20][CH2:21][CH:22]1[O:42][CH2:41][CH2:40][CH2:39][CH2:38][NH:37][C:33](=[O:36])[CH:34]=[CH2:35])(=[O:32])[CH:30]=[CH2:31]. Reported procedure: 1,2-(Bis(4-acrylamidobutoxy)-5,9-cyclododecadiene; 3-(4-Acrylamidobutoxy)-17-methyl-5-androsten-17-ol; The reactants are ClC1=CC=C(C=C1)C=1SC=2N=C(N=C(C2N1)N1CCNCC1)N (2-(4-chlorophenyl)-7-(piperazin-1-yl)thiazolo[5,4-d]pyrimidin-5-amine), COC1=CC=C(OCC(=O)O)C=C1 (4-methoxyphenoxyacetic acid). Product: NC=1N=C(C2=C(N1)SC(=N2)C2=CC=C(C=C2)Cl)N2CCN(CC2)C(COC2=CC=C(C=C2)OC)=O (1-(4-(5-amino-2-(4-chlorophenyl)thiazolo[5,4-d]pyrimidin-7-yl)piperazin-1-yl)-2-(4-methoxyphenoxy)ethanone). Yield: 63.0%. RXN SMILES: [Cl:1][C:2]1[CH:7]=[CH:6][C:5]([C:8]2[S:9][C:10]3[N:11]=[C:12]([NH2:23])[N:13]=[C:14]([N:17]4[CH2:22][CH2:21][NH:20][CH2:19][CH2:18]4)[C:15]=3[N:16]=2)=[CH:4][CH:3]=1.[CH3:24][O:25][C:26]1[CH:36]=[CH:35][C:29]([O:30][CH2:31][C:32](O)=[O:33])=[CH:28][CH:27]=1>>[NH2:23][C:12]1[N:13]=[C:14]([N:17]2[CH2:18][CH2:19][N:20]([C:32](=[O:33])[CH2:31][O:30][C:29]3[CH:35]=[CH:36][C:26]([O:25][CH3:24])=[CH:27][CH:28]=3)[CH2:21][CH2:22]2)[C:15]2[N:16]=[C:8]([C:5]3[CH:6]=[CH:7][C:2]([Cl:1])=[CH:3][CH:4]=3)[S:9][C:10]=2[N:11]=1. Reported procedure: This compound was prepared from 2-(4-chlorophenyl)-7-(piperazin-1-yl)thiazolo[5,4-d]pyrimidin-5-amine using 4-methoxyphenoxyacetic acid in a yield of 63%, according to the procedure for the synthesis of example 50. Starting materials: [Br-], C#CCC#CCBr, [C-]#N, CC[Mg+], C1CCOC1, C#CCOc1ccccc1, O=S(=O)(O)O. Yields the product C#CCC#CCC#CCOc1ccccc1. As a reaction SMILES: [Br-:1].[Br:17][CH2:18][C:19]#[C:20][CH2:21][C:22]#[CH:23].[C-:15]#[N:16].[CH2:2]([Mg+:3])[CH3:4].[O:29]1[CH2:30][CH2:31][CH2:32][CH2:33]1.[O:5]([c:6]1[cH:7][cH:8][cH:9][cH:10][cH:11]1)[CH2:12][C:13]#[CH:14].[S:24](=[O:25])(=[O:26])([OH:27])[OH:28]>>[O:5]([c:6]1[cH:7][cH:8][cH:9][cH:10][cH:11]1)[CH2:12][C:13]#[C:14][CH2:18][C:19]#[C:20][CH2:21][C:22]#[CH:23]. Starting materials: ClC1=CC=C(NC)C=C1 (4-chloro-N-methylaniline), C=C1CC(=O)O1 (diketene). The solvent is ClCCCl (1,2-dichloroethane), ClCCCl (1,2-dichloroethane). Yields the product ClC1=CC=C(N(C(CC(=O)C)=O)C)C=C1 (4' -chloro-N-methylacetoacetanilide). As a reaction SMILES: [Cl:1][C:2]1[CH:9]=[CH:8][C:5]([NH:6][CH3:7])=[CH:4][CH:3]=1.[CH2:10]=[C:11]1[O:15][C:13](=[O:14])[CH2:12]1>ClCCCl>[Cl:1][C:2]1[CH:9]=[CH:8][C:5]([N:6]([CH3:7])[C:13](=[O:14])[CH2:12][C:11]([CH3:10])=[O:15])=[CH:4][CH:3]=1. Reported procedure: An appropriately fitted reaction flask was charged with 26.5 g (0.187 mole) of 4-chloro-N-methylaniline [prepared as described by Kadin in The Journal of Organic Chemistry, vol. 38, p. 1348 (1973)] and 90 ml of 1,2-dichloroethane. Dropwise addition of 16.7 g (0.2 mole) of diketene produced an exothermic response. The reaction solution was refluxed for four hours. Additional 1,2-dichloroethane was added and the organic phase was extracted with: (a) dilute hydrochloric acid, (b) water and (c) satu... The reactants are [Mg] (magnesium), BrCC (bromoethane), Grignard reagent, CON(C(=O)C1=NOC(=C1)C)C (N-methoxy-5, N-dimethyl-3-isoxazolcarboxamide), Grignard reagent, BrC1=C(C=CC=C1)COC(C)OCC (1-bromo-2-(1-ethoxyethyl)oxymethylbenzene). The solvent is C1CCOC1 (THF), C1CCOC1 (THF), O (water), C1CCOC1 (THF). Reaction conditions: temperature 52.5 celsius, time 1 hour. Yields the product CC1=CC(=NO1)C(=O)C1=C(C=CC=C1)COC(C)OCC (2-(1-ethoxyethyl)oxymethylphenyl 5-methylisoxazol-3-yl ketone). The yield is 90.2%. RXN SMILES: Br[C:2]1[CH:7]=[CH:6][CH:5]=[CH:4][C:3]=1[CH2:8][O:9][CH:10]([O:12][CH2:13][CH3:14])[CH3:11].[Mg].BrCC.CON(C)[C:22]([C:24]1[CH:28]=[C:27]([CH3:29])[O:26][N:25]=1)=[O:23]>O.C1COCC1>[CH3:29][C:27]1[O:26][N:25]=[C:24]([C:22]([C:2]2[CH:7]=[CH:6][CH:5]=[CH:4][C:3]=2[CH2:8][O:9][CH:10]([O:12][CH2:13][CH3:14])[CH3:11])=[O:23])[CH:28]=1. Procedure details: A mixture of 1-bromo-2-(1-ethoxyethyl)oxymethylbenzene (12.96 g, 0.05 mol) and THF (45 ml) was added to a mixture of magnesium (1.82 g, 0.075 mol) and bromoethane (0.2 ml) and THF (5 ml) at 45 to 55° C. under an atmosphere of nitrogen gas, and the resulting mixture was stirred at 50 to 55° C. for 1 hour to prepare a Grignard reagent. The Grignard reagent was added dropwise to a mixture of N-methoxy-5, N-dimethyl-3-isoxazolcarboxamide (5.62 g, 0.033 mol) and THF (40 ml) cooled to −50° C. The mixt...